This data is from the Open Reaction Database (ORD), a public repository of structured organic reaction records. The task is: describe an organic reaction: reactants, conditions, products, and yield The reactants are CN(C)C=O (DMF), BrC=1C(=CC(=C(C(C#N)C2=NC=CC=C2OCOC)C1)OCOC)Cl (2-(5-bromo-4-chloro-α-cyano-2-methoxymethoxybenzyl)-3-methoxymethoxypyridine), C([O-])([O-])=O.[K+].[K+] (potassium carbonate). The solvent is O (water). Reaction conditions: time 8 hour. Yields the product BrC=1C(=CC(=C(C(=O)C2=NC=CC=C2OCOC)C1)OCOC)Cl (2-(5-bromo-4-chloro-2-methoxymethoxybenzoyl)-3-methoxymethoxypyridine). As a reaction SMILES: CN(C=[O:5])C.[Br:6][C:7]1[C:8]([Cl:30])=[CH:9][C:10]([O:26][CH2:27][O:28][CH3:29])=[C:11]([CH:25]=1)[CH:12]([C:15]1[C:20]([O:21][CH2:22][O:23][CH3:24])=[CH:19][CH:18]=[CH:17][N:16]=1)C#N.C(=O)([O-])[O-].[K+].[K+]>O>[Br:6][C:7]1[C:8]([Cl:30])=[CH:9][C:10]([O:26][CH2:27][O:28][CH3:29])=[C:11]([CH:25]=1)[C:12]([C:15]1[C:20]([O:21][CH2:22][O:23][CH3:24])=[CH:19][CH:18]=[CH:17][N:16]=1)=[O:5] |f:2.3.4|. Procedure details: DMF (100 ml) was added to a mixture of 2-(5-bromo-4-chloro-α-cyano-2-methoxymethoxybenzyl)-3-methoxymethoxypyridine (10.1 g) and potassium carbonate (9.84 g). The mixture was stirred at room temperature overnight under oxygen atmosphere. The reaction mixture was poured into water, which was subjected to extraction with ethyl acetate. The organic layer was washed with a saturated aqueous saline solution, dried (anhydrous magnesium sulfate), and concentrated. The concentrate was purified by a sili...